Dataset: the Open Reaction Database (ORD), a public repository of structured organic reaction records. Task: describe an organic reaction: reactants, conditions, products, and yield RXN SMILES: [CH3:1][O:2][C:3]1[CH:8]=[CH:7][C:6]([S:9][CH:10]([CH2:16][CH2:17][CH2:18][CH2:19][C:20]2[CH:25]=[CH:24][CH:23]=[CH:22][CH:21]=2)[CH:11]([CH3:15])[C:12](O)=[O:13])=[CH:5][CH:4]=1.C(Cl)(=O)C(Cl)=O.C[Si](C)(C)[O:34][NH2:35]>C(Cl)Cl>[OH:34][NH:35][C:12](=[O:13])[CH:11]([CH3:15])[CH:10]([S:9][C:6]1[CH:7]=[CH:8][C:3]([O:2][CH3:1])=[CH:4][CH:5]=1)[CH2:16][CH2:17][CH2:18][CH2:19][C:20]1[CH:25]=[CH:24][CH:23]=[CH:22][CH:21]=1. The yield is 90.1%. Procedure: (±)-3-(4-Methoxyphenylsulfanyl)-2-methyl-7-phenylheptanoic acid (0.38 g, 1.1 mmol) is dissolved in CH2Cl2 (1 mL) and cooled to 0° C. A solution of oxalyl chloride in CH2Cl2 (0.7 mL, 1.4 mmol) is added dropwise, the bath removed and the reaction allowed to warm and stir at 23° C. for 3 hours. The reaction is then concentrated in vacuo and azeotroped with CHCl3. The resulting oil is dissolved in CH2Cl2 (3 mL), cooled to 0° C. and O-(trimethylsilyl)hydroxylamine (0.4 mL, 3.4 mmol) is added dropwise... Reaction conditions: temperature 0 celsius, time 3 hour. Product: ONC(C(C(CCCCC1=CC=CC=C1)SC1=CC=C(C=C1)OC)C)=O ((±)-3-(4-methoxyphenylsulfanyl)-2-methyl-7-phenylheptanoic acid hydroxyamide). Reactants: C(C(=O)Cl)(=O)Cl (oxalyl chloride), COC1=CC=C(C=C1)SC(C(C(=O)O)C)CCCCC1=CC=CC=C1 ((±)-3-(4-Methoxyphenylsulfanyl)-2-methyl-7-phenylheptanoic acid), C[Si](ON)(C)C (O-(trimethylsilyl)hydroxylamine). Run in C(Cl)Cl (CH2Cl2), C(Cl)Cl (CH2Cl2). Reactants: C(C)(=O)C=1C=C(C(=O)OC)C=CC1O (methyl 3-acetyl-4-hydroxybenzoate), C(=O)([O-])[O-].[K+].[K+] (K2CO3), C(C1=CC=CC=C1)Br (benzyl bromide). Solvent: CN(C)C=O (DMF). Yields the product C(C)(=O)C=1C=C(C(=O)OC)C=CC1OCC1=CC=CC=C1 (methyl 3-acetyl-4-benzyloxybenzoate). As a reaction SMILES: [C:1]([C:4]1[CH:5]=[C:6]([CH:11]=[CH:12][C:13]=1[OH:14])[C:7]([O:9][CH3:10])=[O:8])(=[O:3])[CH3:2].C([O-])([O-])=O.[K+].[K+].[CH2:21](Br)[C:22]1[CH:27]=[CH:26][CH:25]=[CH:24][CH:23]=1>CN(C=O)C>[C:1]([C:4]1[CH:5]=[C:6]([CH:11]=[CH:12][C:13]=1[O:14][CH2:21][C:22]1[CH:27]=[CH:26][CH:25]=[CH:24][CH:23]=1)[C:7]([O:9][CH3:10])=[O:8])(=[O:3])[CH3:2] |f:1.2.3|. Procedure: 1.0 eq. of methyl 3-acetyl-4-hydroxybenzoate was reacted with 1.1 eq. each of K2CO3 and benzyl bromide in absolute DMF to form methyl 3-acetyl-4-benzyloxybenzoate. Colorless crystals, mp 68°-72° C. Solvent: C(Cl)Cl (methylene chloride), C(Cl)Cl (methylene chloride). Reaction SMILES: [C:1]([O:5][CH2:6][CH3:7])(=[O:4])[C:2]#[CH:3].[NH:8]1[CH2:13][CH2:12][O:11][CH2:10][CH2:9]1.C(N(C(C)C)CC)(C)C.[CH2:23]([O:25][C:26]([NH:28][N:29]=[C:30]([C:34]1[CH:39]=[CH:38][CH:37]=[C:36]([C:40]([F:43])([F:42])[F:41])[CH:35]=1)[CH:31](Cl)Cl)=[O:27])[CH3:24]>C(Cl)Cl>[CH2:23]([O:25][C:26]([N:28]1[CH:3]([N:8]2[CH2:13][CH2:12][O:11][CH2:10][CH2:9]2)[C:2]([C:1]([O:5][CH2:6][CH3:7])=[O:4])=[CH:31][C:30]([C:34]2[CH:39]=[CH:38][CH:37]=[C:36]([C:40]([F:43])([F:42])[F:41])[CH:35]=2)=[N:29]1)=[O:27])[CH3:24]. The product is C(C)OC(=O)N1N=C(C=C(C1N1CCOCC1)C(=O)OCC)C1=CC(=CC=C1)C(F)(F)F (6-(4-morpholinyl)-3-[3-(trifluoromethyl)phenyl]-1,5(6H)-pyridazindicarboxylic acid diethyl ester). Isolated yield 55.0%. Reactants: C(C#C)(=O)OCC (Ethyl propiolate), N1CCOCC1 (morpholine), C(C)OC(=O)NN=C(C(Cl)Cl)C1=CC(=CC=C1)C(F)(F)F ([2,2-dichloro-1-[3-(trifluoromethyl)phenyl]ethylidene]hydrazinecarboxylic acid ethyl ester), C(C)(C)N(CC)C(C)C (Diisopropylethylamine). Reported procedure: Ethyl propiolate (3.43 g, 0.035 mole) was stirred under N2 in methylene chloride (300 mL) at RT while morpholine (3.05 g, 0.035 mole) was added dropwise over 15 min. The mixture was then refluxed for 30 min. and then cooled to room temperature (RT). Diisopropylethylamine (5.65 g, 0.0437 mole) was then added to the mixture followed by the addition of [2,2-dichloro-1-[3-(trifluoromethyl)phenyl]ethylidene]hydrazinecarboxylic acid ethyl ester (10 g, 0.029 mole) which was added dropwise as a solution... The reactants are CN(Cc1cc(Br)cs1)C(=O)c1ccccc1, O=C([O-])[O-], Cc1ccccc1, O=Cc1ccc(B(O)O)cc1, [K+], [K+], [Pd], c1ccc(P(c2ccccc2)c2ccccc2)cc1, c1ccc(P(c2ccccc2)c2ccccc2)cc1, c1ccc(P(c2ccccc2)c2ccccc2)cc1, c1ccc(P(c2ccccc2)c2ccccc2)cc1. Yields the product CN(Cc1cc(-c2ccc(C=O)cc2)cs1)C(=O)c1ccccc1. RXN SMILES: [Br:12][c:13]1[cH:14][c:15]([CH2:18][N:19]([C:20]([c:21]2[cH:22][cH:23][cH:24][cH:25][cH:26]2)=[O:27])[CH3:28])[s:16][cH:17]1.[C:29](=[O:30])([O-:31])[O-:32].[CH3:35][c:36]1[cH:37][cH:38][cH:39][cH:40][cH:41]1.[CH:1](=[O:2])[c:3]1[cH:4][cH:5][c:6]([B:9]([OH:10])[OH:11])[cH:7][cH:8]1.[K+:33].[K+:34].[Pd:42].[c:100]1([P:101]([c:102]2[cH:103][cH:104][cH:105][cH:106][cH:107]2)[c:108]2[cH:109][cH:110][cH:111][cH:112][cH:113]2)[cH:114][cH:115][cH:116][cH:117][cH:118]1.[c:43]1([P:44]([c:45]2[cH:46][cH:47][cH:48][cH:49][cH:50]2)[c:51]2[cH:52][cH:53][cH:54][cH:55][cH:56]2)[cH:57][cH:58][cH:59][cH:60][cH:61]1.[c:62]1([P:63]([c:64]2[cH:65][cH:66][cH:67][cH:68][cH:69]2)[c:70]2[cH:71][cH:72][cH:73][cH:74][cH:75]2)[cH:76][cH:77][cH:78][cH:79][cH:80]1.[c:81]1([P:82]([c:83]2[cH:84][cH:85][cH:86][cH:87][cH:88]2)[c:89]2[cH:90][cH:91][cH:92][cH:93][cH:94]2)[cH:95][cH:96][cH:97][cH:98][cH:99]1>>[CH:1](=[O:2])[c:3]1[cH:4][cH:5][c:6](-[c:13]2[cH:14][c:15]([CH2:18][N:19]([C:20]([c:21]3[cH:22][cH:23][cH:24][cH:25][cH:26]3)=[O:27])[CH3:28])[s:16][cH:17]2)[cH:7][cH:8]1. The reactants are ClC1=C(C=CC(=C1)OCCN(CC)CC)C(CCC)=O (1-[2-chloro-4-(2-diethylaminoethoxy)phenyl]-1-butanone), Cl (hydrochloric acid), Cl.CNC (dimethylamine hydrochloride), C=O (paraformaldehyde). Product: ClC1=C(C=CC(=C1)OCCN(CC)CC)C(C(CC)=C)=O (1-[2-Chloro-4-(2-diethylaminoethoxy)phenyl]-2-methylene-1-butanone). Reaction SMILES: [Cl:1][C:2]1[CH:7]=[C:6]([O:8][CH2:9][CH2:10][N:11]([CH2:14][CH3:15])[CH2:12][CH3:13])[CH:5]=[CH:4][C:3]=1[C:16](=[O:20])[CH2:17][CH2:18][CH3:19].Cl.[CH3:22]NC.C=O.Cl>>[Cl:1][C:2]1[CH:7]=[C:6]([O:8][CH2:9][CH2:10][N:11]([CH2:12][CH3:13])[CH2:14][CH3:15])[CH:5]=[CH:4][C:3]=1[C:16](=[O:20])[C:17](=[CH2:22])[CH2:18][CH3:19] |f:1.2|. Reported procedure: A mixture of 8.9 g. (0.03 mole) of 1-[2-chloro-4-(2-diethylaminoethoxy)phenyl]-1-butanone, 2.7 g. (0.033 mole) of dimethylamine hydrochloride, 1.8 g. (0.06 mole) of paraformaldehyde and 5 ml. of concentrated hydrochloric acid is heated on the steam bath for 2 hours. The mixture is digested on the steam bath with 700 ml. of water, filtered and the filtrate added to 350 ml. of 10% aqueous sodium bicarbonate. The solution is heated on the steam bath for 1 hr., cooled and extracted with ether. The e... Starting materials: CCOCC, N, CC(C(=O)Cl)c1cccc(Oc2ccccc2)c1. Product: CC(C(N)=O)c1cccc(Oc2ccccc2)c1. RXN SMILES: [CH3:20][CH2:21][O:22][CH2:23][CH3:24].[NH3:19].[O:1]([c:2]1[cH:3][cH:4][cH:5][cH:6][cH:7]1)[c:8]1[cH:9][c:10]([CH:14]([C:15](=[O:16])[Cl:17])[CH3:18])[cH:11][cH:12][cH:13]1>>[O:1]([c:2]1[cH:3][cH:4][cH:5][cH:6][cH:7]1)[c:8]1[cH:9][c:10]([CH:14]([C:15](=[O:16])[NH2:19])[CH3:18])[cH:11][cH:12][cH:13]1.